Dataset: the Open Reaction Database (ORD), a public repository of structured organic reaction records. Task: describe an organic reaction: reactants, conditions, products, and yield Starting materials: CC(=O)O, CC(=O)O[BH-](OC(C)=O)OC(C)=O, CCOc1ccc2c(c1)ncn2-c1ccc2cccc(N3CCC(=O)CC3)c2n1, NC1CC1, CC(Cl)Cl, N#N, [Na+]. Product: CCOc1ccc2c(c1)ncn2-c1ccc2cccc(N3CCC(NC4CC4)CC3)c2n1. Reaction SMILES: [C:34]([OH:35])(=[O:36])[CH3:37].[C:38]([O:39][BH-:40]([O:41][C:42](=[O:43])[CH3:44])[O:45][C:46](=[O:47])[CH3:48])(=[O:49])[CH3:50].[CH2:1]([CH3:2])[O:3][c:4]1[cH:5][c:6]2[c:7]([n:8](-[c:11]3[n:12][c:13]4[c:14]([N:21]5[CH2:22][CH2:23][C:24](=[O:27])[CH2:25][CH2:26]5)[cH:15][cH:16][cH:17][c:18]4[cH:19][cH:20]3)[cH:9][n:10]2)[cH:28][cH:29]1.[CH:30]1([NH2:33])[CH2:31][CH2:32]1.[Cl:52][CH:53]([Cl:54])[CH3:55].[N:56]#[N:57].[Na+:51]>>[CH2:1]([CH3:2])[O:3][c:4]1[cH:5][c:6]2[c:7]([n:8](-[c:11]3[n:12][c:13]4[c:14]([N:21]5[CH2:22][CH2:23][CH:24]([NH:33][CH:30]6[CH2:31][CH2:32]6)[CH2:25][CH2:26]5)[cH:15][cH:16][cH:17][c:18]4[cH:19][cH:20]3)[cH:9][n:10]2)[cH:28][cH:29]1.